From a dataset of the Open Reaction Database (ORD), a public repository of structured organic reaction records. describe an organic reaction: reactants, conditions, products, and yield The reactants are FC1=CC=C(C=C1)C=1OC=C(N1)C1CCNCC1 (4-[2-(4-fluorophenyl)-1,3-oxazol-4-yl]piperidine), CCN(C(C)C)C(C)C (DIEA), O (water), CS(=O)(=O)Cl (Methanesulfonyl chloride). The solvent is C(Cl)Cl (DCM), C(Cl)Cl (DCM). Reaction conditions: time 15 minute. Yields the product FC1=CC=C(C=C1)C=1OC=C(N1)C1CCN(CC1)S(=O)(=O)C (4-[2-(4-Fluorophenyl)-1,3-oxazol-4-yl]-1-(methylsulfonyl)piperidine). Isolated yield 34.3%. As a reaction SMILES: [F:1][C:2]1[CH:7]=[CH:6][C:5]([C:8]2[O:9][CH:10]=[C:11]([CH:13]3[CH2:18][CH2:17][NH:16][CH2:15][CH2:14]3)[N:12]=2)=[CH:4][CH:3]=1.CCN(C(C)C)C(C)C.[CH3:28][S:29](Cl)(=[O:31])=[O:30].O>C(Cl)Cl>[F:1][C:2]1[CH:7]=[CH:6][C:5]([C:8]2[O:9][CH:10]=[C:11]([CH:13]3[CH2:18][CH2:17][N:16]([S:29]([CH3:28])(=[O:31])=[O:30])[CH2:15][CH2:14]3)[N:12]=2)=[CH:4][CH:3]=1. Procedure: To a solution of 4-[2-(4-fluorophenyl)-1,3-oxazol-4-yl]piperidine (220 mg, 0.90 mmol) in DCM (20 mL) was treated with DIEA (0.31 mL, 1.8 mmol) and allowed to stir at rt for 15 min. Methanesulfonyl chloride (0.2 mL, 2.7 mmol) was slowly added to the solution and the resulting mixture was stirred at rt for 2 hr. Upon completion of the reaction, DCM (20 mL) and water (40 mL) was added to the mixture and the two layers were partitioned. The organic layer was dried with MgSO4, filtered and concentrat...